Dataset: the Open Reaction Database (ORD), a public repository of structured organic reaction records. Task: describe an organic reaction: reactants, conditions, products, and yield Reactants: NC1=C(C=CC=C1C(F)(F)F)C(=O)C1=CC(=CC=C1)O ([2-amino-3-(trifluoromethyl)phenyl]-(3-hydroxy-phenyl)methanone), ClC1=C(C=CC=C1)CC=O ((2-chloro-phenyl)-acetaldehyde). The product is ClC1=C(C=CC=C1)C=1C=NC2=C(C=CC=C2C1C=1C=C(C=CC1)O)C(F)(F)F (3-[3-(2-CHLOROPHENYL)-8-(TRIFLUOROMETHYL)QUINOLIN-4-YL]PHENOL). As a reaction SMILES: [NH2:1][C:2]1[C:7]([C:8]([F:11])([F:10])[F:9])=[CH:6][CH:5]=[CH:4][C:3]=1[C:12]([C:14]1[CH:19]=[CH:18][CH:17]=[C:16]([OH:20])[CH:15]=1)=O.[Cl:21][C:22]1[CH:27]=[CH:26][CH:25]=[CH:24][C:23]=1[CH2:28][CH:29]=O>>[Cl:21][C:22]1[CH:27]=[CH:26][CH:25]=[CH:24][C:23]=1[C:28]1[CH:29]=[N:1][C:2]2[C:3]([C:12]=1[C:14]1[CH:15]=[C:16]([OH:20])[CH:17]=[CH:18][CH:19]=1)=[CH:4][CH:5]=[CH:6][C:7]=2[C:8]([F:11])([F:10])[F:9]. Reported procedure: The title compound was prepared from [2-amino-3-(trifluoromethyl)phenyl]-(3-hydroxy-phenyl)methanone and (2-chloro-phenyl)-acetaldehyde following the procedure of Example 457: MS (ES) m/z 397.9; HRMS: calcd for C22H13ClF3NO+H+, 400.07105; found (ESI, [M+H]+), 400.0706. The reactants are C(C1=CC=CC=C1)OC(=O)N[C@@H](CC1=CC=CC=C1)C(=O)[C@H]1C(N([C@H]1OC(C)=O)N)=O ((3S,4S)-3-(N-benzyloxycarbonyl-L-phenylalanyl)-amino-4-acetoxy-azetidin-2-one), [H][H] (hydrogen). Reagents/catalysts: [Pd] (palladium on activated carbon). Solvent: C(C)(=O)OCC (ethyl acetate). Product: C1(=CC=CC=C1)CCC(=O)N[C@@H](CC1=CC=CC=C1)C(=O)[C@H]1C(N([C@H]1OC(C)=O)N)=O ((3S,4S)-3-{N-(3-phenylpropionoyl)-L-phenylalanyl}-amino-4-acetoxy-azetidin-2-one). Reaction SMILES: C(O[C:9]([NH:11][C@H:12]([C:20]([C@@H:22]1[C@H:25]([O:26][C:27](=[O:29])[CH3:28])[N:24]([NH2:30])[C:23]1=[O:31])=[O:21])[CH2:13][C:14]1[CH:19]=[CH:18][CH:17]=[CH:16][CH:15]=1)=[O:10])C1C=CC=CC=1.[H][H]>[Pd].C(OCC)(=O)C>[C:14]1([CH2:13][CH2:12][C:9]([NH:11][C@H:12]([C:20]([C@@H:22]2[C@H:25]([O:26][C:27](=[O:29])[CH3:28])[N:24]([NH2:30])[C:23]2=[O:31])=[O:21])[CH2:13][C:14]2[CH:19]=[CH:18][CH:17]=[CH:16][CH:15]=2)=[O:10])[CH:19]=[CH:18][CH:17]=[CH:16][CH:15]=1. Reported procedure: (3S,4S)-3-(N-benzyloxycarbonyl-L-phenylalanyl)-amino-4-acetoxy-azetidin-2-one (1.70 g, 4 mmol) obtained in example 7, was hydrogenated with 3.5 g of 10% palladium on activated carbon in 200 ml of ethyl acetate at 50 psi hydrogen pressure at room temperature for 2 hrs. After removal of catalyst by filtration, the deprotected (3S,4S)-3-(L-phenylalanyl)-amino-4-acetoxy-azetidin-2-one in ethyl acetate was obtained.